Dataset: the Open Reaction Database (ORD), a public repository of structured organic reaction records. Task: describe an organic reaction: reactants, conditions, products, and yield Reactants: CC1(CC=2NC=3C=CC=C(C3C2C(C1)=O)C(=O)OC)C (methyl 2,2-dimethyl-4-oxo-2,3,4,9-tetrahydro-1H-carbazole-5-carboxylate), C(C1=CC=CC=C1)Cl (benzyl chloride), CN1C=2C=CC=C3C2C=2C(CCCC12)=NNC3=O (10-Methyl-2,3,5,10-tetrahydro-[1,2]diazepino[3,4,5,6-def]carbazol-6(1H)-one). RXN SMILES: CC1(C)CC(=O)C2C3C(C(OC)=O)=CC=CC=3NC=2C1.[CH2:21](Cl)[C:22]1[CH:27]=[CH:26][CH:25]=[CH:24][CH:23]=1.C[N:30]1[C:42]2[CH2:41][CH2:40][CH2:39][C:38]3=[N:43][NH:44][C:45](=[O:46])[C:35]4[C:36]([C:37]=23)=[C:31]1[CH:32]=[CH:33][CH:34]=4>>[CH2:21]([N:30]1[C:42]2[CH2:41][CH2:40][CH2:39][C:38]3=[N:43][NH:44][C:45](=[O:46])[C:35]4[C:36]([C:37]=23)=[C:31]1[CH:32]=[CH:33][CH:34]=4)[C:22]1[CH:27]=[CH:26][CH:25]=[CH:24][CH:23]=1. Reported procedure: Compound 24 was prepared from methyl 2,2-dimethyl-4-oxo-2,3,4,9-tetrahydro-1H-carbazole-5-carboxylate and benzyl chloride according to the procedures for Compound 22 under appropriate conditions recognized by one of ordinary skill in the art. 1H NMR (DMSO-d6) δ 9.96 (s, 1H), 7.56 (d, 1H, J=8.4 Hz), 7.47 (d, 1H, J=7.8 Hz), 7.11-7.33 (m, 6H), 5.45 (s, 2H), 2.82-2.84 (m, 2H), 2.41-2.43 (m, 2H), and 1.97-2.00 (m, 2H). MS (ESI) m/e [M+1]+ 316. Yields the product C(C1=CC=CC=C1)N1C=2C=CC=C3C2C=2C(CCCC12)=NNC3=O (10-Benzyl-2,3,5,10-tetrahydro-[1,2]diazepino[3,4,5,6-def]carbazol-6(1H)-one).